The task is: describe an organic reaction: reactants, conditions, products, and yield. This data is from the Open Reaction Database (ORD), a public repository of structured organic reaction records. Starting materials: C(C=CC1=CC=CC=C1)(=O)N (Cinnamamide), BrC(C(CC(=O)OC)=O)C (methyl 4-bromo-3-oxopentanoate), C(C)OC(C)=O (Ethylacetate). Run in CN(C=O)C (N,N-dimethylformamide). Reaction conditions: temperature 100 celsius, time 15 hour. Yields the product CC1=C(N=C(O1)C=CC1=CC=CC=C1)CC(=O)OC (methyl (5-methyl-2-styryloxazol-4-yl)acetate). Isolated yield 11.4%. Reaction SMILES: [C:1]([NH2:11])(=[O:10])[CH:2]=[CH:3][C:4]1[CH:9]=[CH:8][CH:7]=[CH:6][CH:5]=1.Br[CH:13]([CH3:21])[C:14](=O)[CH2:15][C:16]([O:18][CH3:19])=[O:17].C(OC(=O)C)C>CN(C)C=O>[CH3:21][C:13]1[O:10][C:1]([CH:2]=[CH:3][C:4]2[CH:5]=[CH:6][CH:7]=[CH:8][CH:9]=2)=[N:11][C:14]=1[CH2:15][C:16]([O:18][CH3:19])=[O:17]. Procedure details: Cinnamamide (0.5 g) and methyl 4-bromo-3-oxopentanoate (0.71 g) were dissolved in N,N-dimethylformamide (2.5 ml) and the mixture was stirred 100° C. for 15 h. Ethylacetate (50 ml) was added, and the mixture was washed with water (100 ml) and then with saturated brine (100 ml), and dried (Na2SO4). Ethyl acetate was evaporated under reduced pressure and the obtained residue was purified by column chromatography to give the title compound (0.1 g). The reactants are [Sn](Cl)(Cl)(Cl)Cl (tin tetrachloride), CC=1N2CCCC2=C(C1)C1=CC=CC=C1 (5-Methyl-7-phenyl-2,3-dihydro-1H-pyrrolizine), FC(C(C(=O)Cl)(F)F)(C(F)(F)F)F (heptafluorobutyryl chloride), [OH-].[Na+] (NaOH). The solvent is ClC(C)Cl (dichloroethane), C(Cl)Cl (CH2Cl2), ClC(C)Cl (dichloroethane). Reaction conditions: time 16 hour. Product: FC(C(C(C(=O)C=1C(=C2CCCN2C1C)C1=CC=CC=C1)(F)F)(F)F)(F)F (1,1,1,2,2,3,3-Heptafluoro-4-(3-methyl-1-phenyl-6,7-dihydro-5H-pyrrolizin-2-yl)butan-4-one). RXN SMILES: [CH3:1][C:2]1[N:3]2[C:7](=[C:8]([C:10]3[CH:15]=[CH:14][CH:13]=[CH:12][CH:11]=3)[CH:9]=1)[CH2:6][CH2:5][CH2:4]2.[F:16][C:17]([F:28])([C:24]([F:27])([F:26])[F:25])[C:18]([F:23])([F:22])[C:19](Cl)=[O:20].[Sn](Cl)(Cl)(Cl)Cl.[OH-].[Na+]>ClC(Cl)C.C(Cl)Cl>[F:25][C:24]([F:26])([F:27])[C:17]([F:16])([F:28])[C:18]([F:22])([F:23])[C:19]([C:9]1[C:8]([C:10]2[CH:15]=[CH:14][CH:13]=[CH:12][CH:11]=2)=[C:7]2[N:3]([C:2]=1[CH3:1])[CH2:4][CH2:5][CH2:6]2)=[O:20] |f:3.4|. Reported procedure: 5-Methyl-7-phenyl-2,3-dihydro-1H-pyrrolizine (Example 30 c, 1.0 g, 0.005 mol), dissolved in dichloroethane (20 ml) is treated with heptafluorobutyryl chloride (0.83 ml, 1.3 g, 0.0055 mol) at RT and finally tin tetrachloride (0.7 ml, 1,56 g, 0.006 mol) in dichloroethane (5 ml) is added dropwise. The mixture warms to 35° C. and is stirred at RT for 16 h. The GC-MS analysis shows a 60% reaction. The reaction mixture is rendered alkaline with NaOH (25%, 25 ml) in an ice bath and, after addition of C... Starting materials: O=C1NC2=CC=CC=C2C(=C1)C1=CC=CC=C1 (1,2-dihydro-2-oxo-4-phenylquinoline), [OH-].C(C1=CC=CC=C1)[N+](C)(C)C (benzyltrimethylammonium hydroxide). Run in C(C=C)#N (acrylonitrile). Reaction conditions: time 12 hour. Product: O=C1N(C2=CC=CC=C2C(=C1)C1=CC=CC=C1)CCC#N (3-(1,2-Dihydro-2-oxo-4-phenylquinol-1-yl)-propionitrile). Reaction SMILES: [O:1]=[C:2]1[CH:11]=[C:10]([C:12]2[CH:17]=[CH:16][CH:15]=[CH:14][CH:13]=2)[C:9]2[C:4](=[CH:5][CH:6]=[CH:7][CH:8]=2)[NH:3]1.[OH-].[CH2:19]([N+:26](C)(C)C)[C:20]1C=CC=C[CH:21]=1>C(#N)C=C>[O:1]=[C:2]1[CH:11]=[C:10]([C:12]2[CH:13]=[CH:14][CH:15]=[CH:16][CH:17]=2)[C:9]2[C:4](=[CH:5][CH:6]=[CH:7][CH:8]=2)[N:3]1[CH2:21][CH2:20][C:19]#[N:26] |f:1.2|. Reported procedure: 6.9 g of 1,2-dihydro-2-oxo-4-phenylquinoline are suspended in 45 ml of acrylonitrile, and 3 ml of benzyltrimethylammonium hydroxide are added at 40° to 45° C. During this addition, the mixture starts to boil. After boiling for ten minutes, the acrylonitrile is largely distilled off in vacuo. The residue is heated with 300 ml of ethanol to the boiling point, undissolved material is filtered off and the filtrate is treated with active charcoal and concentrated to 200 ml. The mixture is left to sta... Reactants: N (ammonia), CC=1C=C(C=CC1)NC(NC(CC(=O)OC)C(=O)N(C1=CC=CC=C1)CC(=O)OC(C)(C)C)=O (methyl (RS)-3-[3-(3-methylphenyl)ureido]-N-(tertbutoxycarbonylmethyl)-N-phenylsuccinamate). The solvent is CO (methanol). Product: CC=1C=C(C=CC1)NC(NC(C(=O)N(C1=CC=CC=C1)CC(=O)OC(C)(C)C)CC(=O)N)=O ((RS)-2-[3-(3-methylphenyl)ureido]-N-(tert-butoxycarbonylmethyl)-N-phenylsuccinamide). RXN SMILES: [NH3:1].[CH3:2][C:3]1[CH:4]=[C:5]([NH:9][C:10](=[O:35])[NH:11][CH:12]([C:18]([N:20]([CH2:27][C:28]([O:30][C:31]([CH3:34])([CH3:33])[CH3:32])=[O:29])[C:21]2[CH:26]=[CH:25][CH:24]=[CH:23][CH:22]=2)=[O:19])[CH2:13][C:14]([O:16]C)=O)[CH:6]=[CH:7][CH:8]=1>CO>[CH3:2][C:3]1[CH:4]=[C:5]([NH:9][C:10](=[O:35])[NH:11][CH:12]([CH2:13][C:14]([NH2:1])=[O:16])[C:18]([N:20]([CH2:27][C:28]([O:30][C:31]([CH3:32])([CH3:33])[CH3:34])=[O:29])[C:21]2[CH:22]=[CH:23][CH:24]=[CH:25][CH:26]=2)=[O:19])[CH:6]=[CH:7][CH:8]=1. Procedure details: A stream of ammonia is passed for 11 hours at a temperature in the region of 25° C. into a solution of methyl (RS)-3-[3-(3-methylphenyl)ureido]-N-(tertbutoxycarbonylmethyl)-N-phenylsuccinamate (4.7 g) in methanol (150 cc). The solution is then outgassed with a stream of nitrogen and concentrated under vacuum (2.7 kPa) at 60° C. The residue is crystallised in diethyl ether and the solid extracted with dichloromethane (40 cc). The solution thereby obtained is purified by chromatography on silica (... The reactants are COc1cccc(COc2ccc3nc(Cl)ccc3c2)c1, NC1CCc2ccccc21. Yields the product COc1cccc(COc2ccc3nc(NC4CCc5ccccc54)ccc3c2)c1. As a reaction SMILES: [Cl:1][c:2]1[n:3][c:4]2[cH:5][cH:6][c:7]([O:12][CH2:13][c:14]3[cH:15][c:16]([O:20][CH3:21])[cH:17][cH:18][cH:19]3)[cH:8][c:9]2[cH:10][cH:11]1.[NH2:22][CH:23]1[CH2:24][CH2:25][c:26]2[cH:27][cH:28][cH:29][cH:30][c:31]21>>[c:2]1([NH:22][CH:23]2[CH2:24][CH2:25][c:26]3[cH:27][cH:28][cH:29][cH:30][c:31]32)[n:3][c:4]2[cH:5][cH:6][c:7]([O:12][CH2:13][c:14]3[cH:15][c:16]([O:20][CH3:21])[cH:17][cH:18][cH:19]3)[cH:8][c:9]2[cH:10][cH:11]1. The reactants are O=C(CNC(=O)c1cccc(C(F)(F)F)c1)NC1CCN(C2CCN(C(=O)OCc3ccccc3)C2)C1, O=C1CCN(C(=O)OCc2ccccc2)C1, O=C1CCSC1. Product: O=C(CNC(=O)c1cccc(C(F)(F)F)c1)NC1CCN(C2CCSC2)C1. Reaction SMILES: [F:1][C:2]([c:3]1[cH:4][c:5]([C:6](=[O:7])[NH:8][CH2:9][C:10](=[O:11])[NH:12][CH:13]2[CH2:14][N:15]([CH:18]3[CH2:19][N:20]([C:23]([O:24][CH2:25][c:26]4[cH:27][cH:28][cH:29][cH:30][cH:31]4)=[O:32])[CH2:21][CH2:22]3)[CH2:16][CH2:17]2)[cH:33][cH:34][cH:35]1)([F:36])[F:37].[O:44]=[C:45]1[CH2:46][CH2:47][N:48]([C:49]([O:50][CH2:51][c:52]2[cH:53][cH:54][cH:55][cH:56][cH:57]2)=[O:58])[CH2:59]1.[S:38]1[CH2:39][CH2:40][C:41](=[O:42])[CH2:43]1>>[F:1][C:2]([c:3]1[cH:4][c:5]([C:6](=[O:7])[NH:8][CH2:9][C:10](=[O:11])[NH:12][CH:13]2[CH2:14][N:15]([CH:18]3[CH2:19][S:38][CH2:21][CH2:22]3)[CH2:16][CH2:17]2)[cH:33][cH:34][cH:35]1)([F:36])[F:37].